The task is: describe an organic reaction: reactants, conditions, products, and yield. This data is from the Open Reaction Database (ORD), a public repository of structured organic reaction records. RXN SMILES: [F:1][C:2]1[CH:3]=[C:4]([N:14]2[CH2:18][C@H:17]([CH2:19][N:20]=[N+]=[N-])[O:16][C:15]2=[O:23])[CH:5]=[CH:6][C:7]=1[N:8]1[CH2:11][CH:10]([O:12][CH3:13])[CH2:9]1.[H][H].N1C=CC=CC=1.[C:32](OC(=O)C)(=[O:34])[CH3:33]>[Pd].C(OCC)(=O)C.CCCCCC.CO.C(Cl)(Cl)Cl.CO.ClCCl>[F:1][C:2]1[CH:3]=[C:4]([N:14]2[CH2:18][C@H:17]([CH2:19][NH:20][C:32](=[O:34])[CH3:33])[O:16][C:15]2=[O:23])[CH:5]=[CH:6][C:7]=1[N:8]1[CH2:11][CH:10]([O:12][CH3:13])[CH2:9]1 |f:5.6,7.8,9.10|. Reported procedure: A solution of (R)-[[3-[3-fluoro-4-(3-methoxy-1-azetidinyl)phenyl]-2oxo-5-oxazolidinyl]methyl]azide (0.393 g, 1.22 mmol) in 5:1 methanol/dichloromethane (20 mL) was treated with 10% palladium on carbon (0.030 g) under a nitrogen stream. The atmosphere was then replaced with hydrogen (balloon). After stirring 3 hours under hydrogen, the reduction was judged to be complete by TLC analysis (5% methanol/chloroform). The reaction mixture was filtered through Celite® and concentrated under reduced pres... Product: FC=1C=C(C=CC1N1CC(C1)OC)N1C(O[C@H](C1)CNC(C)=O)=O ((S)-N-[[3-[3-fluoro-4-(3-methoxy-1-azetidinyl)phenyl]-2-oxo-5-oxazolidinyl]methyl]acetamide). Run at time 3 hour. Starting materials: FC=1C=C(C=CC1N1CC(C1)OC)N1C(O[C@H](C1)CN=[N+]=[N-])=O ((R)-[[3-[3-fluoro-4-(3-methoxy-1-azetidinyl)phenyl]-2oxo-5-oxazolidinyl]methyl]azide), [H][H] (hydrogen), N1=CC=CC=C1 (pyridine), C(C)(=O)OC(C)=O (acetic anhydride). Run in CO.ClCCl (methanol dichloromethane), CO.C(Cl)(Cl)Cl (methanol chloroform), C(C)(=O)OCC.CCCCCC (ethyl acetate hexane). Reagents/catalysts: [Pd] (palladium on carbon). Starting materials: CC1=C(C(=CC(=C1)C(C(F)(F)F)(C(F)(F)F)F)C)NC(C1=CC(=C(C=C1)F)[N+](=O)[O-])=O (N[2,6-dimethyl-4-(1,2,2,2-tetrafluoro-1-trifluoromethyl-ethyl)-phenyl]-4-fluoro-3-nitro-benzamide), [C-]#N.[Na+] (sodium cyanide), O (water). The solvent is CN(C=O)C (N,N-dimethylformamide). Reaction conditions: time 48 hour. Product: C(#N)C1=C(C=C(C(=O)NC2=C(C=C(C=C2C)C(C(F)(F)F)(C(F)(F)F)F)C)C=C1)[N+](=O)[O-] (4-cyano-N-[2,6-dimethyl-4-(1,2,2,2-tetrafluoro-1-trifluoromethyl-ethyl)-phenyl]-3-nitro-benzamide). The yield is 49.1%. RXN SMILES: [CH3:1][C:2]1[CH:7]=[C:6]([C:8]([F:17])([C:13]([F:16])([F:15])[F:14])[C:9]([F:12])([F:11])[F:10])[CH:5]=[C:4]([CH3:18])[C:3]=1[NH:19][C:20](=[O:31])[C:21]1[CH:26]=[CH:25][C:24](F)=[C:23]([N+:28]([O-:30])=[O:29])[CH:22]=1.[C-:32]#[N:33].[Na+].O>CN(C)C=O>[C:32]([C:24]1[CH:25]=[CH:26][C:21]([C:20]([NH:19][C:3]2[C:2]([CH3:1])=[CH:7][C:6]([C:8]([F:17])([C:13]([F:15])([F:16])[F:14])[C:9]([F:12])([F:10])[F:11])=[CH:5][C:4]=2[CH3:18])=[O:31])=[CH:22][C:23]=1[N+:28]([O-:30])=[O:29])#[N:33] |f:1.2|. Procedure details: To a solution of N[2,6-dimethyl-4-(1,2,2,2-tetrafluoro-1-trifluoromethyl-ethyl)-phenyl]-4-fluoro-3-nitro-benzamide (2.008 g, 4.4 mmol) (prepared according to WO 05/073165) in N,N-dimethylformamide (25 ml) was added sodium cyanide (0.237 g, 4.84 mmol). The reaction mixture was stirred at ambient temperature for 48 hours. Then water (20 ml) was added and the organic phase extracted three times with ethyl acetate (3×100 ml). The combined organic extracts were washed with water and brine, dried over... Reactants: C1(=CC=CC=C1)B(O)O (phenylboronic acid), ClC=1C=C(N=NC1)CN1C(=NC=C1)C (5-chloro-3-(2-methyl-imidazol-1-ylmethyl)-pyridazine). The product is Cl.CC=1N(C=CN1)CC=1N=NC=C(C1)C1=CC=CC=C1 (3-(2-Methyl-imidazol-1-yl-methyl)-5-phenyl-pyridazine hydrochloride). RXN SMILES: [C:1]1(B(O)O)[CH:6]=[CH:5][CH:4]=[CH:3][CH:2]=1.[Cl:10][C:11]1[CH:12]=[C:13]([CH2:17][N:18]2[CH:22]=[CH:21][N:20]=[C:19]2[CH3:23])[N:14]=[N:15][CH:16]=1>>[ClH:10].[CH3:23][C:19]1[N:18]([CH2:17][C:13]2[N:14]=[N:15][CH:16]=[C:11]([C:1]3[CH:6]=[CH:5][CH:4]=[CH:3][CH:2]=3)[CH:12]=2)[CH:22]=[CH:21][N:20]=1 |f:2.3|. Procedure details: The title compound, MS: m/e=251.2 (M+H+), was prepared from phenylboronic acid and 5-chloro-3-(2-methyl-imidazol-1-ylmethyl)-pyridazine. Product: CC1(C)Oc2ccc(O)cc2O1. Reactants: CC(=O)Oc1ccc2c(c1)OC(C)(C)O2, CO, Cl, [K+], [OH-], O. RXN SMILES: [C:1](=[O:2])([CH3:3])[O:4][c:5]1[cH:6][c:7]2[c:8]([cH:14][cH:15]1)[O:9][C:10]([CH3:12])([CH3:13])[O:11]2.[CH3:19][OH:20].[ClH:18].[K+:17].[OH-:16].[OH2:21]>>[OH:4][c:5]1[cH:6][c:7]2[c:8]([cH:14][cH:15]1)[O:9][C:10]([CH3:12])([CH3:13])[O:11]2. The reactants are C(C)(C)C1=CC=C(CCl)C=C1 (4-isopropylbenzyl chloride), CN(C=O)C (dimethylformamide), OC1=CC=C2C(=C(C(OC2=C1)=O)C)C (7-hydroxy-3,4-dimethylcoumarin), [H-].[Na+] (NaH), CN(C=O)C (dimethylformamide), CN(C=O)C (dimethylformamide), ice water. Run at time 45 minute. Product: CC=1C(OC2=CC(=CC(=C2C1C)OC)C1=CC=C(C=C1)C(C)C)=O (3,4-Dimethyl-7-(4-isopropylphenyl)-methoxycoumarin). RXN SMILES: O[C:2]1[CH:11]=[C:10]2[C:5]([C:6]([CH3:14])=[C:7]([CH3:13])[C:8](=[O:12])[O:9]2)=[CH:4][CH:3]=1.[H-].[Na+].[CH:17]([C:20]1[CH:27]=[CH:26][C:23](CCl)=[CH:22][CH:21]=1)([CH3:19])[CH3:18].CN(C)[CH:30]=[O:31]>>[CH3:13][C:7]1[C:8](=[O:12])[O:9][C:10]2[C:5]([C:6]=1[CH3:14])=[C:4]([O:31][CH3:30])[CH:3]=[C:2]([C:23]1[CH:26]=[CH:27][C:20]([CH:17]([CH3:19])[CH3:18])=[CH:21][CH:22]=1)[CH:11]=2 |f:1.2|. Procedure: 5.7 g of 7-hydroxy-3,4-dimethylcoumarin in 25 ml of dimethylformamide were added dropwise to a suspension of 1.05 g of NaH (80%) in 15 ml of dimethylformamide at room temperature. After 45 minutes, 5.05 g of 4-isopropylbenzyl chloride, dissolved in 20 ml of dimethylformamide, were added and the mixture was stirred overnight at room temperature. The reaction mixture was hydrolyzed with ice water, and the precipitated solid was filtered off under suction and recrystallized from methanol. Reactants: [Al+3], C1CCOC1, CCOC(=O)C(C)(C)N1CCCC1, CO, [H-], [H-], [H-], [H-], [Li+], O. The product is CC(C)(CO)N1CCCC1. RXN SMILES: [Al+3:15].[CH2:22]1[O:23][CH2:24][CH2:25][CH2:26]1.[CH3:1][C:2]([C:3](=[O:4])[O:5][CH2:6][CH3:7])([CH3:8])[N:9]1[CH2:10][CH2:11][CH2:12][CH2:13]1.[CH3:20][OH:21].[H-:14].[H-:17].[H-:18].[H-:19].[Li+:16].[OH2:27]>>[CH3:1][C:2]([CH2:3][OH:4])([CH3:8])[N:9]1[CH2:10][CH2:11][CH2:12][CH2:13]1. Reactants: C1(=CC=CC=C1)C1=CC(=C(C(=O)OC(C)(C)C)C=C1)NC(=O)C=1C=NC=C(C1)N1C=CC=C1 (tert-butyl 4-phenyl-2-(5-(1H-pyrrol-1-yl)pyridine-3-carboxamido)benzoate). The solvent is FC(C(=O)O)(F)F (trifluoroacetic acid). Run at time 2 hour. The product is C1(=CC=CC=C1)C1=CC(=C(C(=O)O)C=C1)NC(=O)C=1C=NC=C(C1)N1C=CC=C1 (4-phenyl-2-(5-(1H-pyrrol-1-yl)pyridine-3-carboxamido)benzoic acid). As a reaction SMILES: [C:1]1([C:7]2[CH:19]=[CH:18][C:10]([C:11]([O:13]C(C)(C)C)=[O:12])=[C:9]([NH:20][C:21]([C:23]3[CH:24]=[N:25][CH:26]=[C:27]([N:29]4[CH:33]=[CH:32][CH:31]=[CH:30]4)[CH:28]=3)=[O:22])[CH:8]=2)[CH:6]=[CH:5][CH:4]=[CH:3][CH:2]=1>FC(F)(F)C(O)=O>[C:1]1([C:7]2[CH:19]=[CH:18][C:10]([C:11]([OH:13])=[O:12])=[C:9]([NH:20][C:21]([C:23]3[CH:24]=[N:25][CH:26]=[C:27]([N:29]4[CH:33]=[CH:32][CH:31]=[CH:30]4)[CH:28]=3)=[O:22])[CH:8]=2)[CH:6]=[CH:5][CH:4]=[CH:3][CH:2]=1. Procedure: 10 mL of trifluoroacetic acid was added to the obtained tert-butyl 4-phenyl-2-(5-(1H-pyrrol-1-yl)pyridine-3-carboxamido)benzoate and stirred an room temperature for 2 hours. The solvent was evaporated under reduced pressure, ethyl acetate and water were added and pH was adjusted to pH 7.0 with a saturated sodium hydrogen carbonate aqueous solution. The organic layer was separated and the solvent was evaporated under reduced pressure. Diisopropyl ether was added to the obtained residue and a soli... Starting materials: ClC1=CC(=C(C=C1)C(C[C@](CCO)(O)C(F)(F)F)(C)C)S(=O)(=O)C ((R)-5-(4-Chloro-2-methanesulfonylphenyl)-5-methyl-3-trifluoromethylhexane-1,3-diol), CC(=O)OI1(C=2C=CC=CC2C(=O)O1)(OC(=O)C)OC(=O)C (Dess-Martin periodinane). The solvent is C(Cl)Cl (methylene chloride), Et2O hexanes. Run at temperature 50 celsius. The product is ClC1=CC(=C(C=C1)C(C[C@@](CC=O)(C(F)(F)F)O)(C)C)S(=O)(=O)C ((R)-5-(4-chloro-2-methanesulfonylphenyl)-3-hydroxy-5-methyl-3-trifluoromethylhexanal). Yield: 87.9%. As a reaction SMILES: [Cl:1][C:2]1[CH:7]=[CH:6][C:5]([C:8]([CH3:20])([CH3:19])[CH2:9][C@@:10]([C:15]([F:18])([F:17])[F:16])([OH:14])[CH2:11][CH2:12][OH:13])=[C:4]([S:21]([CH3:24])(=[O:23])=[O:22])[CH:3]=1.CC(OI1(OC(C)=O)(OC(C)=O)OC(=O)C2C=CC=CC1=2)=O>C(Cl)Cl>[Cl:1][C:2]1[CH:7]=[CH:6][C:5]([C:8]([CH3:20])([CH3:19])[CH2:9][C@:10]([OH:14])([C:15]([F:17])([F:16])[F:18])[CH2:11][CH:12]=[O:13])=[C:4]([S:21]([CH3:24])(=[O:22])=[O:23])[CH:3]=1. Reported procedure: (R)-5-(4-Chloro-2-methanesulfonylphenyl)-5-methyl-3-trifluoromethylhexane-1,3-diol (27.6 g, 0.07 mol) was dissolved in methylene chloride (400 mL) with mild heating (50° C.). Dess-Martin periodinane (33.1 g, 0.08 mol) was added and the mixture was stirred at room temperature. After 1 hour the reaction was concentrated in vacuo, diluted with 300 mL of diethyl ether and filtered through a plug of CELITE® filter aid. The organic layer was washed with six 100 mL portions of saturated aqueous sodium ... Starting materials: COC(NC(C(C1=CC=CC=C1)C1=CC=CC=C1)C(NCCCCC(CO)N(CC(C)C)S(=O)(=O)C1=CC(=C(C=C1)N)F)=O)=O ((1-{5-[(4-amino-3-fluoro-benzenesulfonyl)-isobutyl-amino]-6-hydroxy-hexylcarbamoyl}-2,2-diphenyl-ethyl)-carbamic acid methyl ester), CCOP(=O)(OCC)Cl (chlorodiethylphosphate). The product is COC(N[C@@H](C(C1=CC=CC=C1)C1=CC=CC=C1)C(NCCCC[C@@H](COP(=O)(OCC)OCC)N(CC(C)C)S(=O)(=O)C1=CC(=C(C=C1)N)F)=O)=O ((1S,5S)-{1-[5-[(4-amino-3-fluoro-benzenesulfonyl)-isobutyl-amino]-6-(diethoxy-phosphoryloxy)-hexylcarbamoyl]-2,2-diphenyl-ethyl}-carbamic acid methyl ester). Reaction SMILES: [CH3:1][O:2][C:3](=[O:45])[NH:4][CH:5]([C:19](=[O:44])[NH:20][CH2:21][CH2:22][CH2:23][CH2:24][CH:25]([N:28]([S:33]([C:36]1[CH:41]=[CH:40][C:39]([NH2:42])=[C:38]([F:43])[CH:37]=1)(=[O:35])=[O:34])[CH2:29][CH:30]([CH3:32])[CH3:31])[CH2:26][OH:27])[CH:6]([C:13]1[CH:18]=[CH:17][CH:16]=[CH:15][CH:14]=1)[C:7]1[CH:12]=[CH:11][CH:10]=[CH:9][CH:8]=1.[CH3:46][CH2:47][O:48][P:49](Cl)([O:51][CH2:52][CH3:53])=[O:50]>>[CH3:1][O:2][C:3](=[O:45])[NH:4][C@H:5]([C:19](=[O:44])[NH:20][CH2:21][CH2:22][CH2:23][CH2:24][C@H:25]([N:28]([S:33]([C:36]1[CH:41]=[CH:40][C:39]([NH2:42])=[C:38]([F:43])[CH:37]=1)(=[O:34])=[O:35])[CH2:29][CH:30]([CH3:32])[CH3:31])[CH2:26][O:27][P:49]([O:51][CH2:52][CH3:53])([O:48][CH2:47][CH3:46])=[O:50])[CH:6]([C:7]1[CH:8]=[CH:9][CH:10]=[CH:11][CH:12]=1)[C:13]1[CH:18]=[CH:17][CH:16]=[CH:15][CH:14]=1. Reported procedure: The product of step A was phosphorylated with chlorodiethylphosphate following the procedure described in example 1, step G. Yields 157 mg, 68%.